describe an organic reaction: reactants, conditions, products, and yield From a dataset of the Open Reaction Database (ORD), a public repository of structured organic reaction records. Reactants: CCCC[N+](CCCC)(CCCC)CCCC, CN1CCCN(C)C1=O, CC(C)(CCCl)NC(=O)OC(C)(C)C, Cc1nc(-c2ccc(F)cc2)n[nH]1, [H-], [I-], [Na+]. Product: Cc1nc(-c2ccc(F)cc2)nn1CCC(C)(C)NC(=O)OC(C)(C)C. Reaction SMILES: [CH2:40]([N+:41]([CH2:42][CH2:43][CH2:44][CH3:45])([CH2:46][CH2:47][CH2:48][CH3:49])[CH2:50][CH2:51][CH2:52][CH3:53])[CH2:54][CH2:55][CH3:56].[CH3:30][N:31]1[CH2:32][CH2:33][CH2:34][N:35]([CH3:36])[C:37]1=[O:38].[Cl:14][CH2:15][CH2:16][C:17]([CH3:18])([CH3:19])[NH:20][C:21]([O:22][C:23]([CH3:24])([CH3:25])[CH3:26])=[O:27].[F:1][c:2]1[cH:3][cH:4][c:5](-[c:8]2[n:9][nH:10][c:11]([CH3:13])[n:12]2)[cH:6][cH:7]1.[H-:28].[I-:39].[Na+:29]>>[F:1][c:2]1[cH:3][cH:4][c:5](-[c:8]2[n:9][n:10]([CH2:15][CH2:16][C:17]([CH3:18])([CH3:19])[NH:20][C:21]([O:22][C:23]([CH3:24])([CH3:25])[CH3:26])=[O:27])[c:11]([CH3:13])[n:12]2)[cH:6][cH:7]1.